describe an organic reaction: reactants, conditions, products, and yield From a dataset of the Open Reaction Database (ORD), a public repository of structured organic reaction records. Starting materials: S(=O)(=O)(Cl)Cl (sulfuryl chloride), OC1=CC=C(C=C1)C(C)(C)C1=CC=C(C=C1)O (Bisphenol A), Cl (HCl). Run in CCOCC (ether). Yields the product ClC=1C=C(C=CC1O)C(C)(C)C1=CC(=C(C=C1)O)Cl (2,2-bis(3-chloro,-4-hydroxyphenyl)propane). The yield is 95.0%. RXN SMILES: [OH:1][C:2]1[CH:7]=[CH:6][C:5]([C:8]([C:11]2[CH:16]=[CH:15][C:14]([OH:17])=[CH:13][CH:12]=2)([CH3:10])[CH3:9])=[CH:4][CH:3]=1.S(Cl)([Cl:21])(=O)=O.[ClH:23]>CCOCC>[Cl:23][C:7]1[CH:6]=[C:5]([C:8]([C:11]2[CH:12]=[CH:13][C:14]([OH:17])=[C:15]([Cl:21])[CH:16]=2)([CH3:10])[CH3:9])[CH:4]=[CH:3][C:2]=1[OH:1]. Procedure: Bisphenol A (17.2 g; 75 mmol) dissolved in 100 mL of anhydrous ether was treated with sulfuryl chloride (22.25 g; 165 mmol) and stirred at room temperature. The reaction was exothermic, and the temperature initially rose to 30° C. However, HCl and SO2 gases that were given off cooled the system and maintained it below 30° C. After the gas evolution had stopped, the reaction mixture was refluxed for 1 hour. The work-up procedure involved washing with saturated NaHCO3 solution and water followed b...